Dataset: the Open Reaction Database (ORD), a public repository of structured organic reaction records. Task: describe an organic reaction: reactants, conditions, products, and yield The reactants are BrC1=C(NC2=CC=C(C=C12)F)C(=O)OCC (ethyl 3-bromo-5-fluoro-1H-indole-2-carboxylate), BrCCCOC1=CC=CC2=CC=CC=C12 (1-(3-bromopropoxy)naphthalene), C([O-])([O-])=O.[Cs+].[Cs+] (cesium carbonate). Solvent: C(C)(=O)OCC (ethyl acetate), CN(C=O)C (N,N-dimethylformamide). Conditions: time 8 hour. Yields the product BrC1=C(N(C2=CC=C(C=C12)F)CCCOC1=CC=CC2=CC=CC=C12)C(=O)OCC (ethyl 3-bromo-5-fluoro-1-(3-(naphthalen-1-yloxy)propyl)-1H-indole-2-carboxylate). RXN SMILES: [Br:1][C:2]1[C:10]2[C:5](=[CH:6][CH:7]=[C:8]([F:11])[CH:9]=2)[NH:4][C:3]=1[C:12]([O:14][CH2:15][CH3:16])=[O:13].Br[CH2:18][CH2:19][CH2:20][O:21][C:22]1[C:31]2[C:26](=[CH:27][CH:28]=[CH:29][CH:30]=2)[CH:25]=[CH:24][CH:23]=1.C(=O)([O-])[O-].[Cs+].[Cs+]>CN(C)C=O.C(OCC)(=O)C>[Br:1][C:2]1[C:10]2[C:5](=[CH:6][CH:7]=[C:8]([F:11])[CH:9]=2)[N:4]([CH2:18][CH2:19][CH2:20][O:21][C:22]2[C:31]3[C:26](=[CH:27][CH:28]=[CH:29][CH:30]=3)[CH:25]=[CH:24][CH:23]=2)[C:3]=1[C:12]([O:14][CH2:15][CH3:16])=[O:13] |f:2.3.4|. Reported procedure: To a solution of EXAMPLE 134A (465 mg) and 1-(3-bromopropoxy)naphthalene (431 mg) in N,N-dimethylformamide (10 ml) was added cesium carbonate (1059 mg). The reaction was stirred at room temperature overnight and diluted with ethyl acetate, and washed with water. The organic layer was dried over sodium sulfate, filtered, and concentrated. The residue was purified by RPHPLC to provide ethyl 3-bromo-5-fluoro-1-(3-(naphthalen-1-yloxy)propyl)-1H-indole-2-carboxylate. This ester was hydrolyzed with aq... Starting materials: FC1=CC2=C(C(=NO2)C2CCNCC2)C=C1 (6-fluoro-3-(4-piperidinyl)-1,2-benzisoxazole), C(=O)([O-])[O-].[K+].[K+] (K2CO3), C(C)(=O)OCCCCBr (4-bromobutyl acetate). The solvent is C(C)#N (acetonitrile). Yields the product C(\C=C\C(=O)O)(=O)O.C(C)(=O)OCCCCN1CCC(CC1)C1=NOC2=C1C=CC(=C2)F (4-[4-(6-Fluoro-1,2-benzisoxazol-3-yl)-1-piperidinyl]butyl acetate fumarate). As a reaction SMILES: [F:1][C:2]1[CH:16]=[CH:15][C:5]2[C:6]([CH:9]3[CH2:14][CH2:13][NH:12][CH2:11][CH2:10]3)=[N:7][O:8][C:4]=2[CH:3]=1.[C:17]([O-:20])([O-:19])=O.[K+].[K+].[C:23]([O:26][CH2:27][CH2:28][CH2:29][CH2:30]Br)(=[O:25])[CH3:24]>C(#N)C>[C:4]([OH:25])(=[O:8])/[CH:5]=[CH:15]/[C:17]([OH:20])=[O:19].[C:23]([O:26][CH2:27][CH2:28][CH2:29][CH2:30][N:12]1[CH2:11][CH2:10][CH:9]([C:6]2[C:5]3[CH:15]=[CH:16][C:2]([F:1])=[CH:3][C:4]=3[O:8][N:7]=2)[CH2:14][CH2:13]1)(=[O:25])[CH3:24] |f:1.2.3,6.7|. Procedure: A mixture of 6-fluoro-3-(4-piperidinyl)-1,2-benzisoxazole (9.5 g, 41 mmol), K2CO3 (7.2 g, 51 mmol), and 4-bromobutyl acetate (10 g, 51 mmol) in acetonitrile (200 ml) was heated at reflux for 3.5 hours. At the end of the reaction, the solution was cooled and filtered. The inorganic salt was washed with DCM (50 ml). The organic solvent was removed. The residue was purified on a flash chromatography column (packed with Sorbsil C30 silica gel, 100 g, eluted with DCM, 1 liter, increasing methanol fro... The reactants are ClCCl, CC(=O)O, COc1ccc(-c2cc3c(n2-c2ccccc2Cl)CCNC3)cc1, O=Cc1ccc(F)cc1, [Na+], [OH-]. Yields the product COc1ccc(-c2cc3c(n2-c2ccccc2Cl)CCN(Cc2ccc(F)cc2)C3)cc1. As a reaction SMILES: [CH2:40]([Cl:41])[Cl:42].[CH3:34][C:35](=[O:36])[OH:37].[Cl:1][c:2]1[c:3](-[n:8]2[c:9](-[c:17]3[cH:18][cH:19][c:20]([O:23][CH3:24])[cH:21][cH:22]3)[cH:10][c:11]3[c:16]2[CH2:15][CH2:14][NH:13][CH2:12]3)[cH:4][cH:5][cH:6][cH:7]1.[F:25][c:26]1[cH:27][cH:28][c:29]([CH:30]=[O:31])[cH:32][cH:33]1.[Na+:39].[OH-:38]>>[Cl:1][c:2]1[c:3](-[n:8]2[c:9](-[c:17]3[cH:18][cH:19][c:20]([O:23][CH3:24])[cH:21][cH:22]3)[cH:10][c:11]3[c:16]2[CH2:15][CH2:14][N:13]([CH2:30][c:29]2[cH:28][cH:27][c:26]([F:25])[cH:33][cH:32]2)[CH2:12]3)[cH:4][cH:5][cH:6][cH:7]1. Starting materials: ε, C(CCC(=O)O)CCN (Amino Caproic Acid), C(C(CO)(CO)N)O (Tris), N1(C)C(=O)N(C)C=2N=C(NC2C1=O)CCCC(=O)O (theophylline-8-butanoic acid), CCN=C=NCCCN(C)C.Cl (WSC hydrochloride). Run in C1COCCN1CCS(=O)(=O)O (MES), C1COCCN1CCS(=O)(=O)O (MES). Run at time 15 minute. Yields the product N1(C)C(=O)N(C)C=2N=CNC2C1=O (Theophylline). RXN SMILES: [N:1]1([C:12](=[O:13])[C:11]2[NH:10][C:9](CCCC(O)=O)=[N:8][C:7]=2[N:5]([CH3:6])[C:3]1=[O:4])[CH3:2].CCN=C=NCCCN(C)C.Cl.C(CCN)CCC(O)=O.C(O)C(N)(CO)CO>C1N(CCS(O)(=O)=O)CCOC1>[N:1]1([C:12](=[O:13])[C:11]2[NH:10][CH:9]=[N:8][C:7]=2[N:5]([CH3:6])[C:3]1=[O:4])[CH3:2] |f:1.2|. Procedure details: 1 mg of theophylline-8-butanoic acid (Sigma) was dissolved in 2 ml of a 0.1 M MES buffer solution. Thereafter, 3.6 mg of WSC hydrochloride and 2.5 mg of NHS were added thereto, and the mixture was stirred at room temperature for 15 minutes. Thereafter, 2.0 mg of ε Amino Caproic Acid (Sigma) was dissolved in 200 μl of 0.1 M MES, and the obtained solution was added to the above reaction product. The obtained mixture was reacted at room temperature for 2 hours. 100 μl of 1M Tris buffer solution (pH... The reactants are CC1=CC(NC2=CC=C(C=C12)O)=O (4-Methyl-6-hydroxy-2-oxo-1,2dihydroquinoline), CC1=CC=C(CN2CCN(CC2)CCCCl)C=C1 (3-[4-(4-methylbenzyl)-piperazin-1-yl]-propyl chloride). Product: CC1=CC(NC2=CC=C(C=C12)OCCCN1CCN(CC1)CC1=CC=C(C=C1)C)=O (4-methyl-6-{3-[4-(4-methylbenzyl)-piperazin-1-yl]-propoxy}-2-oxo-1,2-dihydroquinoline). RXN SMILES: [CH3:1][C:2]1[C:11]2[C:6](=[CH:7][CH:8]=[C:9]([OH:12])[CH:10]=2)[NH:5][C:4](=[O:13])[CH:3]=1.[CH3:14][C:15]1[CH:31]=[CH:30][C:18]([CH2:19][N:20]2[CH2:25][CH2:24][N:23]([CH2:26][CH2:27][CH2:28]Cl)[CH2:22][CH2:21]2)=[CH:17][CH:16]=1>>[CH3:1][C:2]1[C:11]2[C:6](=[CH:7][CH:8]=[C:9]([O:12][CH2:28][CH2:27][CH2:26][N:23]3[CH2:22][CH2:21][N:20]([CH2:19][C:18]4[CH:17]=[CH:16][C:15]([CH3:14])=[CH:31][CH:30]=4)[CH2:25][CH2:24]3)[CH:10]=2)[NH:5][C:4](=[O:13])[CH:3]=1. Procedure details: 4-Methyl-6-hydroxy-2-oxo-1,2dihydroquinoline is reacted with 3-[4-(4-methylbenzyl)-piperazin-1-yl]-propyl chloride in a manner analogous to that described in Example 5. There is obtained 4-methyl-6-{3-[4-(4-methylbenzyl)-piperazin-1-yl]-propoxy}-2-oxo-1,2-dihydroquinoline which, after recrystallization from diethyl ether, melts at 162°-163° C.